This data is from the Open Reaction Database (ORD), a public repository of structured organic reaction records. The task is: describe an organic reaction: reactants, conditions, products, and yield Starting materials: C1=CNC=2N=CC=3N(C21)C(=CN3)C3CN(CCC3C)C(=O)OCC3=CC=CC=C3 (benzyl 3-(3H-imidazo[1,2-a]pyrrolo[2,3-e]pyrazin-8-yl)-4-methylpiperidine-1-carboxylate), [H][H] (hydrogen). The reagents and catalysts are [Pd] (palladium on carbon). Run in CCO (EtOH). The product is CC1C(CNCC1)C1=CN=C2N1C1=C(N=C2)NC=C1 (8-(4-methylpiperidin-3-yl)-3H-imidazo[1,2-a]pyrrolo[2,3-e]pyrazine). Yield: 83.9%. As a reaction SMILES: [CH:1]1[C:9]2[N:8]3[C:10]([CH:13]4[CH:18]([CH3:19])[CH2:17][CH2:16][N:15](C(OCC5C=CC=CC=5)=O)[CH2:14]4)=[CH:11][N:12]=[C:7]3[CH:6]=[N:5][C:4]=2[NH:3][CH:2]=1.[H][H]>[Pd].CCO>[CH3:19][CH:18]1[CH2:17][CH2:16][NH:15][CH2:14][CH:13]1[C:10]1[N:8]2[C:9]3[CH:1]=[CH:2][NH:3][C:4]=3[N:5]=[CH:6][C:7]2=[N:12][CH:11]=1. Procedure: A mixture of benzyl 3-(3H-imidazo[1,2-a]pyrrolo[2,3-e]pyrazin-8-yl)-4-methylpiperidine-1-carboxylate (0.55 g, 1.4 mmol) and palladium on carbon (10%, 0.38 g, 0.36 mmol) in EtOH (25 mL) was hydrogenated at room temperature under an atmospheric pressure of hydrogen for about 20 h. The catalyst was removed by filtration through a Celite® pad and the filtrate was concentrated in vacuo to give 8-(4-methylpiperidin-3-yl)-3H-imidazo[1,2-a]pyrrolo[2,3-e]pyrazine (0.30 g, 83%) as a yellow amorphous solid... The reactants are COC(=O)C1CCC(CC1)C(=O)N1CCN(CC1)C1=NC=C(C=C1)C(NC1=CC(=CC=C1)C(C)(C)C)=O (4-{4-[5-(3-tert-butyl-phenylcarbamoyl)-pyridin-2-yl]-piperazine-1-carbonyl}-cyclohexanecarboxylic acid methyl ester), CCN=C=NCCCN(C)C (EDCI), C(C)(C)(C)C=1C=C(C=CC1)NC(C1=CN=C(C=C1)N1CCNCC1)=O (N-(3-tert-butyl-phenyl)-6-piperazin-1-yl-nicotinamide), OC1=NOC(=C1)CCC(=O)O (3-(3-hydroxy-isoxazol-5-yl)-propionic acid). Yields the product C(C)(C)(C)C=1C=C(C=CC1)NC(C1=CN=C(C=C1)N1CCN(CC1)C(CCC1=CC(=NO1)O)=O)=O (N-(3-tert-Butyl-phenyl)-6-{4-[3-(3-hydroxy-isoxazol-5-yl)-propionyl]-piperazin-1-yl}-nicotinamide). RXN SMILES: CCN=C=NCCCN(C)C.[C:12]([C:16]1[CH:17]=[C:18]([NH:22][C:23](=[O:36])[C:24]2[CH:29]=[CH:28][C:27]([N:30]3[CH2:35][CH2:34][NH:33][CH2:32][CH2:31]3)=[N:26][CH:25]=2)[CH:19]=[CH:20][CH:21]=1)([CH3:15])([CH3:14])[CH3:13].[OH:37][C:38]1[CH:42]=[C:41]([CH2:43][CH2:44][C:45](O)=[O:46])[O:40][N:39]=1.COC(C1CCC(C(N2CCN(C3C=CC(C(=O)NC4C=CC=C(C(C)(C)C)C=4)=CN=3)CC2)=O)CC1)=O>>[C:12]([C:16]1[CH:17]=[C:18]([NH:22][C:23](=[O:36])[C:24]2[CH:29]=[CH:28][C:27]([N:30]3[CH2:35][CH2:34][N:33]([C:45](=[O:46])[CH2:44][CH2:43][C:41]4[O:40][N:39]=[C:38]([OH:37])[CH:42]=4)[CH2:32][CH2:31]3)=[N:26][CH:25]=2)[CH:19]=[CH:20][CH:21]=1)([CH3:15])([CH3:13])[CH3:14]. Procedure: N-(3-tert-Butyl-phenyl)-6-{4-[3-(3-hydroxy-isoxazol-5-yl)-propionyl]-piperazin-1-yl}-nicotinamide was synthesized from the EDCI coupling of N-(3-tert-butyl-phenyl)-6-piperazin-1-yl-nicotinamide and 3-(3-hydroxy-isoxazol-5-yl)-propionic acid in a manner similar to the one described in the synthesis of 4-{4-[5-(3-tert-butyl-phenylcarbamoyl)-pyridin-2-yl]-piperazine-1-carbonyl}-cyclohexanecarboxylic acid methyl ester, above. LCMS calcd for C26H31N5O4 (m/e) 477, obsd 478 (M+H). Starting materials: COC1=CC=C(C=C1)NN (p-methoxyphenylhydrazine), ClC1=NC(=CC(=N1)Cl)Cl (2,4,6-trichloropyrimidine), C(C)(=O)[O-].[Na+] (sodium acetate). Solvent: O (water), C(C)O (ethanol). Run at time 2 hour. The product is COC1=CC=C(C=C1)N(N)C1=NC(=NC(=C1)Cl)Cl (N-(p-methoxyphenyl)-N-(2,6-dichloropyrimidin-4-yl)hydrazine). As a reaction SMILES: [CH3:1][O:2][C:3]1[CH:8]=[CH:7][C:6]([NH:9][NH2:10])=[CH:5][CH:4]=1.[Cl:11][C:12]1[N:17]=[C:16](Cl)[CH:15]=[C:14]([Cl:19])[N:13]=1.C([O-])(=O)C.[Na+]>O.C(O)C>[CH3:1][O:2][C:3]1[CH:8]=[CH:7][C:6]([N:9]([C:16]2[CH:15]=[C:14]([Cl:19])[N:13]=[C:12]([Cl:11])[N:17]=2)[NH2:10])=[CH:5][CH:4]=1 |f:2.3|. Procedure details: A mixture of p-methoxyphenylhydrazine (59 g.), 2,4,6-trichloropyrimidine (78.5 g.), and a solution of anhydrous sodium acetate (63 g.) in a mixture of water (260 ml.) and ethanol (1200 ml.) was shaken at room temperature for 2 hours. The crystalline precipitate which had formed was collected by filtration, washed with ethanol (50 ml.) and recrystallised from a mixture of chloroform (200 ml.) and ethanol (800 ml.) to give N-(p-methoxyphenyl)-N-(2,6-dichloropyrimidin-4-yl)hydrazine as a pale yello... Starting materials: Cc1cc(C)cc(-c2ccc3c(Br)c4ccccc4nc3c2)c1, C[Sn](C)(C)Cl, O=P(Br)(Br)Br. The product is Cc1cc(C)cc(-c2ccc3c([Sn](C)(C)C)c4ccccc4nc3c2)c1. RXN SMILES: [Br:1][c:2]1[c:3]2[cH:4][cH:5][cH:6][cH:7][c:8]2[n:9][c:10]2[cH:11][c:12](-[c:16]3[cH:17][c:18]([CH3:23])[cH:19][c:20]([CH3:22])[cH:21]3)[cH:13][cH:14][c:15]12.[CH3:29][Sn:30]([CH3:31])([CH3:32])[Cl:33].[P:24]([Br:25])([Br:26])([Br:27])=[O:28]>>[c:2]1([Sn:30]([CH3:29])([CH3:31])[CH3:32])[c:3]2[cH:4][cH:5][cH:6][cH:7][c:8]2[n:9][c:10]2[cH:11][c:12](-[c:16]3[cH:17][c:18]([CH3:23])[cH:19][c:20]([CH3:22])[cH:21]3)[cH:13][cH:14][c:15]12.